This data is from the Open Reaction Database (ORD), a public repository of structured organic reaction records. The task is: describe an organic reaction: reactants, conditions, products, and yield Reactants: CCC(CC)c1cc(C)nn2c(-c3sc(Br)cc3Cl)c(C)nc12, C1CCOC1, [Li]CCCC, Cn1cccn1, CCOC(C)=O. The product is CCC(CC)c1cc(C)nn2c(-c3sc(-c4ccnn4C)cc3Cl)c(C)nc12. As a reaction SMILES: [Br:17][c:18]1[cH:19][c:20]([Cl:39])[c:21](-[c:23]2[c:24]([CH3:38])[n:25][c:26]3[n:27]2[n:28][c:29]([CH3:37])[cH:30][c:31]3[CH:32]([CH2:33][CH3:34])[CH2:35][CH3:36])[s:22]1.[CH2:7]1[O:8][CH2:9][CH2:10][CH2:11]1.[CH3:12][CH2:13][CH2:14][CH2:15][Li:16].[CH3:1][n:2]1[cH:3][cH:4][cH:5][n:6]1.[CH3:40][CH2:41][O:42][C:43]([CH3:44])=[O:45]>>[CH3:1][n:2]1[c:3](-[c:18]2[cH:19][c:20]([Cl:39])[c:21](-[c:23]3[c:24]([CH3:38])[n:25][c:26]4[n:27]3[n:28][c:29]([CH3:37])[cH:30][c:31]4[CH:32]([CH2:33][CH3:34])[CH2:35][CH3:36])[s:22]2)[cH:4][cH:5][n:6]1. Reactants: NCCCCN1CCC(CC1)C1=CC=CC=C1 (1-(4-aminobutan-1-yl)-4-phenylpiperidine), N=1C=C2C=C(SC3=CC=CC1N23)C(=O)O (5-thia-1,8b-diazaacenaphthylene-4-carboxylic acid), ON1C(CCC1=O)=O (N-hydroxysuccinimide), Cl.C(C)N=C=NCCCN(C)C (N-ethyl-N′-3-(N,N-dimethylamino)propylcarbodiimide hydrochloride). Run at time 2 hour. Reaction SMILES: [N:1]1[CH:2]=[C:3]2[N:12]3[C:7](=[CH:8][CH:9]=[CH:10][C:11]=13)[S:6][C:5]([C:13]([OH:15])=O)=[CH:4]2.ON1C(=O)CCC1=O.Cl.C(N=C=NCCCN(C)C)C.[NH2:36][CH2:37][CH2:38][CH2:39][CH2:40][N:41]1[CH2:46][CH2:45][CH:44]([C:47]2[CH:52]=[CH:51][CH:50]=[CH:49][CH:48]=2)[CH2:43][CH2:42]1>C(#N)C.C(N(CC)CC)C>[C:47]1([CH:44]2[CH2:43][CH2:42][N:41]([CH2:40][CH2:39][CH2:38][CH2:37][NH:36][C:13]([C:5]3[S:6][C:7]4[N:12]5[C:3](=[CH:2][N:1]=[C:11]5[CH:10]=[CH:9][CH:8]=4)[CH:4]=3)=[O:15])[CH2:46][CH2:45]2)[CH:48]=[CH:49][CH:50]=[CH:51][CH:52]=1 |f:2.3|. Product: C1(=CC=CC=C1)C1CCN(CC1)CCCCNC(=O)C1=CC2=CN=C3C=CC=C(S1)N32 (N-[4-(4-phenylpiperidin-1-yl)butan-1-yl]-5-thia-1,8b-diazaacenaphthylene-4-carboxamide). Procedure details: To a suspension of 1.0 g (4.58 mM) of 5-thia-1,8b-diazaacenaphthylene-4-carboxylic acid and 1.05 g (9.12 mM) of N-hydroxysuccinimide in acetonitrile (10 ml) was added 1.76 g (9.18 mM) of N-ethyl-N′-3-(N,N-dimethylamino)propylcarbodiimide hydrochloride at room temperature and the mixture was stirred at the prevailing temperature for 2 hours. To this reaction mixture was added a solution of 1.60 g (6.89 mM) of 1-(4-aminobutan-1-yl)-4-phenylpiperidine and 1.3 ml (9.33 mM) of triethylamine in aceton... Run in C(C)#N (acetonitrile), C(C)N(CC)CC (triethylamine), C(C)#N (acetonitrile).